The task is: describe an organic reaction: reactants, conditions, products, and yield. This data is from the Open Reaction Database (ORD), a public repository of structured organic reaction records. The reactants are C[Si](C)(C)[N-][Si](C)(C)C, ClCCCCI, O=C(O)Cc1ccc(F)c(F)c1, [Na+]. Yields the product O=C(O)C(CCCCCl)c1ccc(F)c(F)c1. RXN SMILES: [CH3:14][Si:15]([N-:16][Si:17]([CH3:18])([CH3:19])[CH3:20])([CH3:21])[CH3:22].[Cl:23][CH2:24][CH2:25][CH2:26][CH2:27][I:28].[F:1][c:2]1[cH:3][c:4]([CH2:9][C:10](=[O:11])[OH:12])[cH:5][cH:6][c:7]1[F:8].[Na+:13]>>[F:1][c:2]1[cH:3][c:4]([CH:9]([C:10](=[O:11])[OH:12])[CH2:27][CH2:26][CH2:25][CH2:24][Cl:23])[cH:5][cH:6][c:7]1[F:8]. Starting materials: CCO, [H][H], CC(C)(C)OC(=O)C1(C(C)(N)C#N)CC1. Yields the product CC(C)(C)OC(=O)C1(C(C)(N)CN)CC1. RXN SMILES: [CH3:16][CH2:17][OH:18].[H:19][H:20].[NH2:1][C:2]([CH3:3])([C:4]#[N:5])[C:6]1([C:9](=[O:10])[O:11][C:12]([CH3:13])([CH3:14])[CH3:15])[CH2:7][CH2:8]1>>[NH2:1][C:2]([CH3:3])([CH2:4][NH2:5])[C:6]1([C:9](=[O:10])[O:11][C:12]([CH3:13])([CH3:14])[CH3:15])[CH2:7][CH2:8]1. Starting materials: C1CCC2=NCCCN2CC1, COCCOC, CS(=O)c1nc(N)nc(-c2ccco2)c1C#N, OCc1ccncc1. The product is N#Cc1c(OCc2ccncc2)nc(N)nc1-c1ccco1. RXN SMILES: [CH2:26]1[CH2:27][CH2:28][C:29]2=[N:34][CH2:33][CH2:32][CH2:31][N:30]2[CH2:35][CH2:36]1.[CH3:37][O:38][CH2:39][CH2:40][O:41][CH3:42].[NH2:1][c:2]1[n:3][c:4]([S:15]([CH3:16])=[O:17])[c:5]([C:13]#[N:14])[c:6](-[c:8]2[o:9][cH:10][cH:11][cH:12]2)[n:7]1.[OH:18][CH2:19][c:20]1[cH:21][cH:22][n:23][cH:24][cH:25]1>>[NH2:1][c:2]1[n:3][c:4]([O:18][CH2:19][c:20]2[cH:21][cH:22][n:23][cH:24][cH:25]2)[c:5]([C:13]#[N:14])[c:6](-[c:8]2[o:9][cH:10][cH:11][cH:12]2)[n:7]1. The reactants are COC=1C(C(=C(C(C1OC)=O)CC=1C(=C(C(=O)O)C=CC1)OC(C)=O)C)=O (3-(5,6-Dimethoxy-3-methyl-1,4-benzoquinon-2-yl)methyl-2-acetoxybenzoic acid), C(O)([O-])=O.[Na+] (sodium hydrogencarbonate). The solvent is CO (methanol), O (water). Yields the product COC=1C(C(=C(C(C1OC)=O)CC=1C(=C(C(=O)O)C=CC1)O)C)=O (3-(5,6-Dimethoxy-3-methyl-1,4-benzoquinon-2-yl)methyl-2-hydroxybenzoic acid). Yield: 31.3%. Reaction SMILES: [CH3:1][O:2][C:3]1[C:4](=[O:27])[C:5]([CH3:26])=[C:6]([CH2:12][C:13]2[C:14]([O:22]C(=O)C)=[C:15]([CH:19]=[CH:20][CH:21]=2)[C:16]([OH:18])=[O:17])[C:7](=[O:11])[C:8]=1[O:9][CH3:10].C(=O)([O-])O.[Na+]>CO.O>[CH3:1][O:2][C:3]1[C:4](=[O:27])[C:5]([CH3:26])=[C:6]([CH2:12][C:13]2[C:14]([OH:22])=[C:15]([CH:19]=[CH:20][CH:21]=2)[C:16]([OH:18])=[O:17])[C:7](=[O:11])[C:8]=1[O:9][CH3:10] |f:1.2|. Procedure details: 3-(5,6-Dimethoxy-3-methyl-1,4-benzoquinon-2-yl)methyl-2-acetoxybenzoic acid (0.036 g, 0.0963 mmol) was dissolved in methanol (2 ml) and after adding thereto an aqueous saturated sodium hydrogencarbonate solution (2 ml), the solution was stirred at room temperature for 3 hours. After the completion of reaction, the reaction solution was diluted with water and then extracted with ethyl acetate. The extract was washed with water and then dried, and the solvent was removed by distillation. The obtai... Starting materials: C1(=CC=CC=C1)NC(NC1=CC=C(C(=O)N2CCN(CC2)C(=O)OC(C)(C)C)C=C1)=O (tert-Butyl 4-(4-(3-phenylureido)benzoyl)piperazine-1-carboxylate), FC(C(=O)O)(F)F (trifluoroacetic acid). The solvent is ClCCl (dichloromethane). Reaction conditions: time 8 hour. Product: FC(C(=O)O)(F)F.C1(=CC=CC=C1)NC(=O)NC1=CC=C(C=C1)C(=O)N1CCNCC1 (1-Phenyl-3-(4-(piperazine-1-carbonyl)phenyl)urea 2,2,2-trifluoroacetate). Reaction SMILES: [C:1]1([NH:7][C:8](=[O:31])[NH:9][C:10]2[CH:30]=[CH:29][C:13]([C:14]([N:16]3[CH2:21][CH2:20][N:19](C(OC(C)(C)C)=O)[CH2:18][CH2:17]3)=[O:15])=[CH:12][CH:11]=2)[CH:6]=[CH:5][CH:4]=[CH:3][CH:2]=1.[F:32][C:33]([F:38])([F:37])[C:34]([OH:36])=[O:35]>ClCCl>[F:32][C:33]([F:38])([F:37])[C:34]([OH:36])=[O:35].[C:1]1([NH:7][C:8]([NH:9][C:10]2[CH:30]=[CH:29][C:13]([C:14]([N:16]3[CH2:21][CH2:20][NH:19][CH2:18][CH2:17]3)=[O:15])=[CH:12][CH:11]=2)=[O:31])[CH:2]=[CH:3][CH:4]=[CH:5][CH:6]=1 |f:3.4|. Procedure: tert-Butyl 4-(4-(3-phenylureido)benzoyl)piperazine-1-carboxylate (15.0 g, 35.34 mmol) was stirred with 50% trifluoroacetic acid in dichloromethane (200 ml) at room temperature for 1 hour. The reaction was concentrated under vacuum and then dryed overnight on high vacuum to afford the title compound (15.5 g). MS (ESI) m/z 325.0 [M+H]+